Dataset: the Open Reaction Database (ORD), a public repository of structured organic reaction records. Task: describe an organic reaction: reactants, conditions, products, and yield Reaction conditions: time 72 hour. RXN SMILES: IC.[N:3]1[NH:4][N:5]=[N:6][C:7]=1[C:8]1[CH:12]=[CH:11][S:10][C:9]=1[NH:13][C:14](=[O:24])[CH2:15][C:16]1[CH:21]=[CH:20][C:19]([O:22][CH3:23])=[CH:18][CH:17]=1.[C:25](=O)([O-])[O-].[K+].[K+]>CN(C=O)C.O>[CH3:23][O:22][C:19]1[CH:20]=[CH:21][C:16]([CH2:15][C:14]([NH:13][C:9]2[S:10][CH:11]=[CH:12][C:8]=2[C:7]2[N:3]=[N:4][N:5]([CH3:25])[N:6]=2)=[O:24])=[CH:17][CH:18]=1 |f:2.3.4|. Procedure: Iodomethane (0.20 ml, 3.21 mmol) was added to a heterogeneous mixute of N-(3-(2H-tetrazol-5-yl)thiophen-2-yl)-2-(4-methoxyphenyl)acetamide (Example 8.1., 620 mg, 1.97 mmol) and potassium carbonate (1.36 g, 9.84 mmol) in DMF (10 ml). After stirring for 72 h, the solution was diluted with water and extracted with methylene chloride. The combined organic extracts were dried over magnesium sulfate, filtered and concentrated under reduced pressure. The residue was directly purified by HPLC to yield 2... Starting materials: IC (Iodomethane), N=1NN=NC1C1=C(SC=C1)NC(CC1=CC=C(C=C1)OC)=O (N-(3-(2H-tetrazol-5-yl)thiophen-2-yl)-2-(4-methoxyphenyl)acetamide), C([O-])([O-])=O.[K+].[K+] (potassium carbonate). Yields the product COC1=CC=C(C=C1)CC(=O)NC=1SC=CC1C=1N=NN(N1)C (2-(4-methoxyphenyl)-N-(3-(2-methyl-2H-tetrazol-5-yl)thiophen-2-yl)acetamide). The solvent is CN(C)C=O (DMF), O (water). Reactants: C[Mg]I (Methyl magnesium iodide), FC1=C(C=CC=C1)C=1C=NC(=NC1)N1C=C(C2=CC=C(C=C12)C(=O)N1CCOCC1)C(C)=O (1-(1-(5-(2-Fluorophenyl)pyrimidin-2-yl)-6-(morpholine-4-carbonyl)-1H-indol-3-yl) ethanone). The solvent is C1CCOC1 (THF). Reaction conditions: temperature -30 celsius, time 2 hour. Yields the product FC1=C(C=CC=C1)C=1C=NC(=NC1)N1C=C(C2=CC=C(C=C12)C(=O)N1CCOCC1)C(C)(C)O ((1-(5-(2-Fluorophenyl)pyrimidin-2-yl)-3-(2-hydroxypropan-2-yl)-1H-indol-6-yl)(morpholino)methanone). Reaction SMILES: [CH3:1][Mg]I.[F:4][C:5]1[CH:10]=[CH:9][CH:8]=[CH:7][C:6]=1[C:11]1[CH:12]=[N:13][C:14]([N:17]2[C:25]3[C:20](=[CH:21][CH:22]=[C:23]([C:26]([N:28]4[CH2:33][CH2:32][O:31][CH2:30][CH2:29]4)=[O:27])[CH:24]=3)[C:19]([C:34](=[O:36])[CH3:35])=[CH:18]2)=[N:15][CH:16]=1>C1COCC1>[F:4][C:5]1[CH:10]=[CH:9][CH:8]=[CH:7][C:6]=1[C:11]1[CH:16]=[N:15][C:14]([N:17]2[C:25]3[C:20](=[CH:21][CH:22]=[C:23]([C:26]([N:28]4[CH2:29][CH2:30][O:31][CH2:32][CH2:33]4)=[O:27])[CH:24]=3)[C:19]([C:34]([OH:36])([CH3:1])[CH3:35])=[CH:18]2)=[N:13][CH:12]=1. Procedure: Methyl magnesium iodide (3M solution in diethyl ether, 0.14 mL, 0.439 mmol, 1.5 eq) was added at −50° C. to a stirred solution of 184a) (130 mg, 0.292 mmol, 1.0 eq) in dry THF (10 mL). The reaction mixture was stirred for 2 h at −30° C., then quenched with ammonium chloride solution, diluted with water (20 mL) and extracted with ethyl acetate (2×20 mL). The combined organic layers were washed with brine, dried over sodium sulfate, and concentrated. The remnant was purified by preparative TLC usi...